This data is from the Open Reaction Database (ORD), a public repository of structured organic reaction records. The task is: describe an organic reaction: reactants, conditions, products, and yield Starting materials: CCOC(=O)Cc1ccc(OC)c(-c2ccc(C(F)(F)F)cc2CN(CC)C(=NCc2ccccc2)NC#N)c1, CCOC(C)=O, [Li+], [OH-], O, O=C(O)CC(O)(CC(=O)O)C(=O)O. The product is CCN(Cc1cc(C(F)(F)F)ccc1-c1cc(CC(=O)O)ccc1OC)C(=NCc1ccccc1)NC#N. RXN SMILES: [CH2:1]([CH3:2])[O:3][C:4]([CH2:5][c:6]1[cH:7][c:8](-[c:14]2[c:15]([CH2:24][N:25]([C:26](=[N:27][CH2:28][c:29]3[cH:30][cH:31][cH:32][cH:33][cH:34]3)[NH:35][C:36]#[N:37])[CH2:38][CH3:39])[cH:16][c:17]([C:20]([F:21])([F:22])[F:23])[cH:18][cH:19]2)[c:9]([O:12][CH3:13])[cH:10][cH:11]1)=[O:40].[CH3:57][CH2:58][O:59][C:60]([CH3:61])=[O:62].[Li+:41].[OH-:42].[OH2:56].[OH:43][C:44]([CH2:45][C:46]([C:47](=[O:48])[OH:49])([CH2:50][C:51](=[O:52])[OH:53])[OH:54])=[O:55]>>[O:3]=[C:4]([CH2:5][c:6]1[cH:7][c:8](-[c:14]2[c:15]([CH2:24][N:25]([C:26](=[N:27][CH2:28][c:29]3[cH:30][cH:31][cH:32][cH:33][cH:34]3)[NH:35][C:36]#[N:37])[CH2:38][CH3:39])[cH:16][c:17]([C:20]([F:21])([F:22])[F:23])[cH:18][cH:19]2)[c:9]([O:12][CH3:13])[cH:10][cH:11]1)[OH:40].